From a dataset of the Open Reaction Database (ORD), a public repository of structured organic reaction records. describe an organic reaction: reactants, conditions, products, and yield Starting materials: C(C)(=O)OCC (ethyl acetate), C(#N)C1=CC=C(C=O)C=C1 (p-cyanobenzaldehyde), [H-].[Na+] (sodium hydride), C(C)OP(=O)(OCC)CC=CCC(=O)OCC (ethyl 5-diethoxyphosphoryl-3-pentenoate). Solvent: [Cl-].[Na+].O (brine), O1CCCC1 (tetrahydrofuran), O1CCCC1 (tetrahydrofuran). Run at temperature -10 celsius. The product is C(#N)C1=CC=C(C=C1)C=CC=CC(=O)OCC (ethyl 5-(4-cyanophenyl)-2,4-pentadienoate). Yield: 29.0%. As a reaction SMILES: [H-].[Na+].C(OP([CH2:11][CH:12]=[CH:13][CH2:14][C:15]([O:17][CH2:18][CH3:19])=[O:16])(OCC)=O)C.[C:20]([C:22]1[CH:29]=[CH:28][C:25](C=O)=[CH:24][CH:23]=1)#[N:21].C(OCC)(=O)C>O1CCCC1.[Cl-].[Na+].O>[C:20]([C:22]1[CH:29]=[CH:28][C:25]([CH:11]=[CH:12][CH:13]=[CH:14][C:15]([O:17][CH2:18][CH3:19])=[O:16])=[CH:24][CH:23]=1)#[N:21] |f:0.1,6.7.8|. Procedure details: The mixture of 60% sodium hydride (7.92 g) in tetrahydrofuran (100 ml) was stirred at -10° C. under nitrogen gas. To reaction mixture was poured ethyl 5-diethoxyphosphoryl-3-pentenoate (49.61 g) and stirred for 1 hour at -10° C. To reaction mixture was poured p-cyanobenzaldehyde (20.00 g) in tetrahydrofuran (50 ml) and stirred for 3 hours at 0° C. The reaction mixture was poured into a mixture of brine and ethyl acetate. The separated organic layer was dried over magnesium sulfate and treated wi... The reactants are N1CCCCC1 (Piperidine), C(C)(C)(C)OC(=O)NCCNC(=O)NC1=CC=C(C=C1)NC(=O)OCC1C2=CC=CC=C2C=2C=CC=CC12 (N-{4-[({2-[(tert-butoxy)carbonylamino]ethyl}amino)carbonylamino]-phenyl}(fluoren-9-ylmethoxy)carboxamide), O (water). The solvent is CN(C)C=O (DMF). Reaction conditions: time 2 hour. Product: NC1=CC=C(C=C1)NC(=O)NCCNC(=O)OC(C)(C)C (N-(4-aminophenyl)({2-[(tert-butoxy)carbonylamino]ethyl}amino) carboxamide). The yield is 117.3%. As a reaction SMILES: N1CCCCC1.[C:7]([O:11][C:12]([NH:14][CH2:15][CH2:16][NH:17][C:18]([NH:20][C:21]1[CH:26]=[CH:25][C:24]([NH:27]C(OCC2C3C=CC=CC=3C3C2=CC=CC=3)=O)=[CH:23][CH:22]=1)=[O:19])=[O:13])([CH3:10])([CH3:9])[CH3:8].O>CN(C=O)C>[NH2:27][C:24]1[CH:25]=[CH:26][C:21]([NH:20][C:18]([NH:17][CH2:16][CH2:15][NH:14][C:12]([O:11][C:7]([CH3:10])([CH3:9])[CH3:8])=[O:13])=[O:19])=[CH:22][CH:23]=1. Procedure: Piperidine (9.68 mL, 97.75 mmol, 5.0 eq) is added at room temperature to a stirred solution of N-{4-[({2-[(tert-butoxy)carbonylamino]ethyl}amino)carbonylamino]-phenyl}(fluoren-9-ylmethoxy)carboxamide (10.10 g, 19.55 mmol, 1.0 eq) in DMF (140 mL). After 2 hours stirring at room temperature, water is added to the reaction mixture and precipitation occurred. The resulting mixture is filtered, and the liquid phase is concentrated to afford 6.75 g of the expected product as an orange oil: Yield: 8.0%. Reaction SMILES: [F:1][C:2]1[C:7]([O:8][CH3:9])=[CH:6][C:5]([C:10]2[O:11][CH:12]=[CH:13][CH:14]=2)=[CH:4][C:3]=1[O:15][CH3:16].CON(C)[C:20](=[O:36])[CH:21]([O:34][CH3:35])[C:22]1[CH:27]=[CH:26][C:25]([C:28]2[O:29][C:30]([CH3:33])=[N:31][N:32]=2)=[CH:24][CH:23]=1>>[F:1][C:2]1[C:7]([O:8][CH3:9])=[CH:6][C:5]([C:10]2[O:11][C:12]([C:20](=[O:36])[CH:21]([O:34][CH3:35])[C:22]3[CH:23]=[CH:24][C:25]([C:28]4[O:29][C:30]([CH3:33])=[N:31][N:32]=4)=[CH:26][CH:27]=3)=[CH:13][CH:14]=2)=[CH:4][C:3]=1[O:15][CH3:16]. Starting materials: FC1=C(C=C(C=C1OC)C=1OC=CC1)OC (2-(4-fluoro-3,5-dimethoxyphenyl)furan), CON(C(C(C1=CC=C(C=C1)C=1OC(=NN1)C)OC)=O)C (N,2-dimethoxy-N-methyl-2-(4-(5-methyl-1,3,4-oxadiazol-2-yl)phenyl)acetamide). Procedure: 1-(5-(4-Fluoro-3,5-dimethoxyphenyl)furan-2-yl)-2-methoxy-2-(4-(5-methyl-1,3,4-oxadiazol-2-yl)phenyl)ethanone was prepared from 2-(4-fluoro-3,5-dimethoxyphenyl)furan and N,2-dimethoxy-N-methyl-2-(4-(5-methyl-1,3,4-oxadiazol-2-yl)phenyl)acetamide according to the procedure used in Example 30. Purification by chromatography (60% EtOAc-hexanes) gave the product as a pale yellow solid (0.036 g, 8% yield). MS: m/z 453.2 [M+H]+. The product is FC1=C(C=C(C=C1OC)C1=CC=C(O1)C(C(C1=CC=C(C=C1)C=1OC(=NN1)C)OC)=O)OC (1-(5-(4-Fluoro-3,5-dimethoxyphenyl)furan-2-yl)-2-methoxy-2-(4-(5-methyl-1,3,4-oxadiazol-2-yl)phenyl)ethanone), product.